This data is from the Open Reaction Database (ORD), a public repository of structured organic reaction records. The task is: describe an organic reaction: reactants, conditions, products, and yield The reactants are OC1=CC=CC2=C1CCC(CC2=O)C(=O)N2CCC(CC2)C2=CC=CC=C2 ((±)-1-hydroxy-7-[(4-phenylpiperidin-1-yl)carbonyl]-6,7,8,9-tetrahydro-5H-benzocyclohepten-5-one), C(C1=CC=CC=C1)Br (benzylbromide), C(C1=CC=CC=C1)Br (benzylbromide), C(C1=CC=CC=C1)Br (benzylbromide), C(=O)([O-])[O-].[K+].[K+] (K2CO3). The solvent is CCO (EtOH). Reaction conditions: time 3 hour. The product is C(C1=CC=CC=C1)OC1=CC=CC2=C1CCC(CC2=O)C(=O)N2CCC(CC2)C2=CC=CC=C2 ((±)-1-Benzyloxy-7-[(4-phenylpiperidin-1-yl)carbonyl]-6,7,8,9-tetrahydro-5H-benzocyclohepten-5-one). Isolated yield 79.5%. Reaction SMILES: [OH:1][C:2]1[C:7]2[CH2:8][CH2:9][CH:10]([C:14]([N:16]3[CH2:21][CH2:20][CH:19]([C:22]4[CH:27]=[CH:26][CH:25]=[CH:24][CH:23]=4)[CH2:18][CH2:17]3)=[O:15])[CH2:11][C:12](=[O:13])[C:6]=2[CH:5]=[CH:4][CH:3]=1.C([O-])([O-])=O.[K+].[K+].[CH2:34](Br)[C:35]1[CH:40]=[CH:39][CH:38]=[CH:37][CH:36]=1>CCO>[CH2:34]([O:1][C:2]1[C:7]2[CH2:8][CH2:9][CH:10]([C:14]([N:16]3[CH2:21][CH2:20][CH:19]([C:22]4[CH:23]=[CH:24][CH:25]=[CH:26][CH:27]=4)[CH2:18][CH2:17]3)=[O:15])[CH2:11][C:12](=[O:13])[C:6]=2[CH:5]=[CH:4][CH:3]=1)[C:35]1[CH:40]=[CH:39][CH:38]=[CH:37][CH:36]=1 |f:1.2.3|. Reported procedure: 600 mg (0.00165 mol) of (±)-1-hydroxy-7-[(4-phenylpiperidin-1-yl)carbonyl]-6,7,8,9-tetrahydro-5H-benzocyclohepten-5-one were dissolved in 100 mL of abs. EtOH under a nitrogen atmosphere, then 228 mg (0.00165 mol) of anhydrous K2CO3 and a catalytic amount of KI were added, followed by 0.216 mL (0.0018 mol) of benzylbromide. The reaction mixture was stirred 3 h at room temperature, then 0.216 mL of benzylbromide were added and the stirring continued overnight. Further 0.216 mL of benzylbromide was...